From a dataset of the Open Reaction Database (ORD), a public repository of structured organic reaction records. describe an organic reaction: reactants, conditions, products, and yield The reactants are CC1=CC(=NC=C1)C1=CC(=C(C=O)C=C1)[N+](=O)[O-] (4-(4-methylpyridin-2-yl)-2-nitrobenzaldehyde), S(=O)(=O)([O-])[O-].[Mg+2] (magnesium sulfate), resultant suspension, [OH-].[Na+] (sodium hydroxide), O.C1(=CC=C(C=C1)S(=O)(=O)O)C (p-toluenesulfonic acid monohydrate). Solvent: C1(=CC=CC=C1)C (toluene), C(CO)O (ethyleneglycol). Product: CC1=CC(=NC=C1)C1=CC(=C(C=C1)C1OCCO1)[N+](=O)[O-] (2-(4-(4-methylpyridin-2-yl)-2-nitrophenyl)-1,3-dioxolane). Yield: 75.2%. RXN SMILES: [CH3:1][C:2]1[CH:7]=[CH:6][N:5]=[C:4]([C:8]2[CH:15]=[CH:14][C:11]([CH:12]=[O:13])=[C:10]([N+:16]([O-:18])=[O:17])[CH:9]=2)[CH:3]=1.S([O-])([O-])(=O)=O.[Mg+2].[OH2:25].[C:26]1([CH3:36])C=CC(S(O)(=O)=O)=CC=1.[OH-].[Na+]>C1(C)C=CC=CC=1.C(O)CO>[CH3:1][C:2]1[CH:7]=[CH:6][N:5]=[C:4]([C:8]2[CH:15]=[CH:14][C:11]([CH:12]3[O:25][CH2:26][CH2:36][O:13]3)=[C:10]([N+:16]([O-:18])=[O:17])[CH:9]=2)[CH:3]=1 |f:1.2,3.4,5.6|. Reported procedure: To a suspension of 4-(4-methylpyridin-2-yl)-2-nitrobenzaldehyde (242 mg), ethyleneglycol (1.2 ml) and magnesium sulfate (1.0 g) in toluene (5 ml) was added p-toluenesulfonic acid monohydrate (209 mg), and the resultant suspension was refluxed for 5 hours. After cooling, the mixture was poured into 0.1N aqueous sodium hydroxide and extracted with ethyl acetate. The organic layer was washed with brine, dried over magnesium sulfate and evaporated under reduced pressure. The residue was purified by ... Reactants: COC(CCSC(CCCC1=CC=CC=C1)C1=CC=C(C=C1)OCCCOC1=CC=C(C=C1)C(C(F)(F)F)=O)=O (3-(4-Phenyl-1-{4-[3-(4-trifluoroacetylphenoxy)propoxy]phenyl}butylthio)propionic acid methyl ester), [Li+].[OH-] (LiOH), PH-7. Solvent: C1CCOC1.CO (THF MeOH). Run at time 12 hour. The product is C1(=CC=CC=C1)CCCC(SCCC(=O)O)C1=CC=C(C=C1)OCCCOC1=CC=C(C=C1)C(C(F)(F)F)=O (3-(4-Phenyl-1-{4-[3-(4-trifluoroacetylphenoxy)propoxy]phenyl}butylthio)propionic acid). Yield: 82.0%. Reaction SMILES: C[O:2][C:3](=[O:40])[CH2:4][CH2:5][S:6][CH:7]([C:17]1[CH:22]=[CH:21][C:20]([O:23][CH2:24][CH2:25][CH2:26][O:27][C:28]2[CH:33]=[CH:32][C:31]([C:34](=[O:39])[C:35]([F:38])([F:37])[F:36])=[CH:30][CH:29]=2)=[CH:19][CH:18]=1)[CH2:8][CH2:9][CH2:10][C:11]1[CH:16]=[CH:15][CH:14]=[CH:13][CH:12]=1.[Li+].[OH-]>C1COCC1.CO>[C:11]1([CH2:10][CH2:9][CH2:8][CH:7]([C:17]2[CH:22]=[CH:21][C:20]([O:23][CH2:24][CH2:25][CH2:26][O:27][C:28]3[CH:33]=[CH:32][C:31]([C:34](=[O:39])[C:35]([F:36])([F:37])[F:38])=[CH:30][CH:29]=3)=[CH:19][CH:18]=2)[S:6][CH2:5][CH2:4][C:3]([OH:40])=[O:2])[CH:16]=[CH:15][CH:14]=[CH:13][CH:12]=1 |f:1.2,3.4|. Procedure details: A mixture of 300 mg of the product from Step 5 and 1.5 mL of 1M LiOH in 12 mL of 5:1 THF/MeOH was stirred for 12 hrs. at r.t. The reaction mixture was then treated with 10 mL of PH-7 buffer and extracted with EtOAc (50 mL). The extract was dried over Na2SO4 and concentrated. The residue was purified by flash chromatography eluted with 2:1 Hexane/EtOAc containing 1% AcOH to give 240 mg of the title compound. The reactants are C1CCCCC1, Cl, [H-], [Na+], CN(C)C=O, O=C1CCC(=O)N1, ClCc1ccncc1. Product: O=C1CCC(=O)N1Cc1ccncc1. RXN SMILES: [CH2:19]1[CH2:20][CH2:21][CH2:22][CH2:23][CH2:24]1.[ClH:10].[H-:1].[Na+:2].[O:25]=[CH:26][N:27]([CH3:28])[CH3:29].[O:3]=[C:4]1[CH2:5][CH2:6][C:7](=[O:8])[NH:9]1.[cH:11]1[cH:12][c:13]([CH2:17][Cl:18])[cH:14][cH:15][n:16]1>>[O:3]=[C:4]1[CH2:5][CH2:6][C:7](=[O:8])[N:9]1[CH2:17][c:13]1[cH:12][cH:11][n:16][cH:15][cH:14]1. Reactants: COc1ccc(S(=O)(=O)NC(C(=O)OC(C)(C)C)C(C)C)cc1, O=C([O-])[O-], CN(C)C=O, [K+], [K+], Cc1ccc(CCl)cc1[N+](=O)[O-]. Yields the product COc1ccc(S(=O)(=O)N(Cc2ccc(C)c([N+](=O)[O-])c2)C(C(=O)OC(C)(C)C)C(C)C)cc1. RXN SMILES: [C:1]([CH3:2])([CH3:3])([CH3:4])[O:5][C:6]([CH:7]([CH:8]([CH3:9])[CH3:10])[NH:11][S:12](=[O:13])(=[O:14])[c:15]1[cH:16][cH:17][c:18]([O:21][CH3:22])[cH:19][cH:20]1)=[O:23].[C:24](=[O:25])([O-:26])[O-:27].[CH3:42][N:43]([CH3:44])[CH:45]=[O:46].[K+:28].[K+:29].[N+:30](=[O:31])([O-:32])[c:33]1[cH:34][c:35]([CH2:36][Cl:37])[cH:38][cH:39][c:40]1[CH3:41]>>[C:1]([CH3:2])([CH3:3])([CH3:4])[O:5][C:6]([CH:7]([CH:8]([CH3:9])[CH3:10])[N:11]([S:12](=[O:13])(=[O:14])[c:15]1[cH:16][cH:17][c:18]([O:21][CH3:22])[cH:19][cH:20]1)[CH2:36][c:35]1[cH:34][c:33]([N+:30](=[O:31])[O-:32])[c:40]([CH3:41])[cH:39][cH:38]1)=[O:23]. Reactants: CCOC(C)=O, OCc1ccc(CCC2CCCO2)cc1. The product is O=Cc1ccc(CCC2CCCO2)cc1. As a reaction SMILES: [CH3:16][CH2:17][O:18][C:19](=[O:20])[CH3:21].[O:1]1[CH:2]([CH2:6][CH2:7][c:8]2[cH:9][cH:10][c:11]([CH2:14][OH:15])[cH:12][cH:13]2)[CH2:3][CH2:4][CH2:5]1>>[O:1]1[CH:2]([CH2:6][CH2:7][c:8]2[cH:9][cH:10][c:11]([CH:14]=[O:15])[cH:12][cH:13]2)[CH2:3][CH2:4][CH2:5]1.